Dataset: the Open Reaction Database (ORD), a public repository of structured organic reaction records. Task: describe an organic reaction: reactants, conditions, products, and yield Reactants: CC(C)(C)C1CCC(Oc2ccc3cc(C(C)(CCC(=O)O)[N+](=O)[O-])ccc3c2C(F)(F)F)CC1, CC(N)(CCC(=O)O)c1ccc2cc(OC3CCC(C(C)(C)C)CC3)ccc2c1. Yields the product CC(N)(CCC(=O)O)c1ccc2c(C(F)(F)F)c(OC3CCC(C(C)(C)C)CC3)ccc2c1. Reaction SMILES: [C:30]([CH3:31])([CH3:32])([CH3:33])[CH:34]1[CH2:35][CH2:36][CH:37]([O:40][c:41]2[c:42]([C:61]([F:62])([F:63])[F:64])[c:43]3[cH:44][cH:45][c:46]([C:51]([CH2:52][CH2:53][C:54](=[O:55])[OH:56])([CH3:57])[N+:58]([O-:59])=[O:60])[cH:47][c:48]3[cH:49][cH:50]2)[CH2:38][CH2:39]1.[NH2:1][C:2]([c:3]1[cH:4][cH:5][c:6]2[c:7]([cH:8][cH:9][c:10]([O:11][CH:12]3[CH2:13][CH2:14][CH:15]([C:16]([CH3:17])([CH3:18])[CH3:19])[CH2:20][CH2:21]3)[cH:22]2)[cH:23]1)([CH3:24])[CH2:25][CH2:26][C:27]([OH:28])=[O:29]>>[C:30]([CH3:31])([CH3:32])([CH3:33])[CH:34]1[CH2:35][CH2:36][CH:37]([O:40][c:41]2[c:42]([C:61]([F:62])([F:63])[F:64])[c:43]3[cH:44][cH:45][c:46]([C:51]([CH2:52][CH2:53][C:54](=[O:55])[OH:56])([CH3:57])[NH2:58])[cH:47][c:48]3[cH:49][cH:50]2)[CH2:38][CH2:39]1.